This data is from the Open Reaction Database (ORD), a public repository of structured organic reaction records. The task is: describe an organic reaction: reactants, conditions, products, and yield Starting materials: S(=O)(Cl)Cl (Thionyl chloride), FC(C(=O)NC1=CC=C(C=C1)CCCC(=O)O)(F)F (4-[4-(2,2,2-Trifluoroacetylamino)phenyl]butanoic acid), FC(C(=O)NC1=CC=C(C=C1)CCCC(=O)O)(F)F (4-[4-(2,2,2-Trifluoroacetylamino)phenyl]butanoic acid), CN(C)C=O (DMF). Reaction conditions: temperature -5 celsius, time 1 hour. Product: CN(C(CCCC1=CC=C(C=C1)NC(C(F)(F)F)=O)=O)C (N,N-Dimethyl 4-[4-(2,2,2-Trifluoroacetylamino)phenyl]butanamide). As a reaction SMILES: S(Cl)(Cl)=O.[F:5][C:6]([F:23])([F:22])[C:7]([NH:9][C:10]1[CH:15]=[CH:14][C:13]([CH2:16][CH2:17][CH2:18][C:19](O)=[O:20])=[CH:12][CH:11]=1)=[O:8].[CH3:24][N:25](C=O)[CH3:26]>>[CH3:24][N:25]([CH3:26])[C:19](=[O:20])[CH2:18][CH2:17][CH2:16][C:13]1[CH:14]=[CH:15][C:10]([NH:9][C:7](=[O:8])[C:6]([F:23])([F:22])[F:5])=[CH:11][CH:12]=1. Reported procedure: Thionyl chloride (71 mg, 0.60 mmol) was added slowly to a solution of 4-[4-(2,2,2-Trifluoroacetylamino)phenyl]butanoic acid (Formula 45) (0.15 g, 0.55 mmol) in DMF (5 mL) cooled at −5° C. The mixture was stirred for an additional 1 hour at −5° C. Excess dimethylamine (freshly distilled from its 40% aqueous solution) was added to the reaction medium. The second mixture was stirred for an additional 1 hour. Ethyl acetate (50 mL) was added to the mixture, which was washed with brine (2×50 ml). The ... Reactants: ClC1=NC(=C2N=C(N(C2=N1)C)C=O)N1CCOCC1 (2-chloro-9-methyl-6-morpholin-4-yl-9H-purine-8-carbaldehyde), O1CC(C1)C1CCNCC1 (4-oxetan-3-ylpiperidine), C(C)(=O)O[BH-](OC(C)=O)OC(C)=O.[Na+] (Sodium triacetoxyborohydride). Run in C1CCOC1 (THF). Reaction conditions: time 18 hour. The product is ClC1=NC(=C2N=C(N(C2=N1)C)CN1CCC(CC1)C1COC1)N1CCOCC1 (2-Chloro-9-methyl-6-morpholin-4-yl-8-(4-oxetan-3-ylpiperidin-1-ylmethyl)-9H-purine). Isolated yield 56.8%. Reaction SMILES: [Cl:1][C:2]1[N:10]=[C:9]2[C:5]([N:6]=[C:7]([CH:12]=O)[N:8]2[CH3:11])=[C:4]([N:14]2[CH2:19][CH2:18][O:17][CH2:16][CH2:15]2)[N:3]=1.[O:20]1[CH2:23][CH:22]([CH:24]2[CH2:29][CH2:28][NH:27][CH2:26][CH2:25]2)[CH2:21]1.C(O[BH-](OC(=O)C)OC(=O)C)(=O)C.[Na+]>C1COCC1>[Cl:1][C:2]1[N:10]=[C:9]2[C:5]([N:6]=[C:7]([CH2:12][N:27]3[CH2:28][CH2:29][CH:24]([CH:22]4[CH2:23][O:20][CH2:21]4)[CH2:25][CH2:26]3)[N:8]2[CH3:11])=[C:4]([N:14]2[CH2:19][CH2:18][O:17][CH2:16][CH2:15]2)[N:3]=1 |f:2.3|. Procedure: A solution of 2-chloro-9-methyl-6-morpholin-4-yl-9H-purine-8-carbaldehyde (1.0 g, 3.55 mmol), 4-oxetan-3-ylpiperidine (600 mg, 4.25 mmol) and molecular sieves (4 Å, powdered, 5 g) in anhydrous THF (25 mL) was stirred at ambient temperature for 5 h. Sodium triacetoxyborohydride (1.5 g, 7.08 mmol) was added and the mixture stirred for 18 h, then loaded onto an Isolute® SCX-2 cartridge (25 g). The cartridge was then washed with methanol and the desired product was subsequently eluted using 2 M NH3 ... Reaction conditions: temperature 115 celsius. Yields the product CC1=C(N=CC=C1)NC2CCCCC2. Solvent: CC1=CC=CC=C1. Procedure: Ref: EN07957-77   BIS(DIBENZYLIDENEACETONE)PALLADIUM(Pd2((dba)3) (0.101 g, 0.11 mmol) and 2,2'-bis(diphenylphosphanyl)-1,1'-binaphthalene (BINAP) (0.136 g, 0.22 mmol) was was stirred in toluene (16.5 mL) under N2. Then 2-bromo-3-methylpyridine (1.619 mL, 14.53 mmol), cyclohexanamine (1.662 mL, 14.53 mmol) and sodium 2-methylpropan-2-olate (2.430 g, 25.29 mmol) was added to the above reaction mixture under N2.The reaction mixture was degasssed by reapeated 3 times with N2 and vaccum before the re... Reactants: C1CCC(CC1)N, CC1=C(N=CC=C1)Br. The yield is 61.8%. The reagents and catalysts are CC(C)(C)[O-].[Na+], C1=CC=C(C=C1)P(C2=CC=CC=C2)C3=C(C4=CC=CC=C4C=C3)C5=C(C=CC6=CC=CC=C65)P(C7=CC=CC=C7)C8=CC=CC=C8, C1=CC=C(C=C1)/C=C/C(=O)/C=C/C2=CC=CC=C2.C1=CC=C(C=C1)/C=C/C(=O)/C=C/C2=CC=CC=C2.C1=CC=C(C=C1)/C=C/C(=O)/C=C/C2=CC=CC=C2.[Pd].[Pd]. Starting materials: Cl (HCl), N1=CC=C(C=C1)C=1SC=C(N1)NC(NC1=CC=CC(=N1)CN1C(CCCC1)C(=O)OCC)=O (Ethyl 1-[6-[3-(2-(pyridin-4-yl)thiazol-4-yl)ureido]-pyridin-2-ylmethyl]piperidine-2-carboxylate), CO (MeOH). The solvent is CCOCC (Et2O). Product: Cl.N1=CC=C(C=C1)C=1SC=C(N1)NC(NC1=CC=CC(=N1)CN1C(CCCC1)C(=O)OCC)=O (Ethyl 1-{6-[3-(2-pyridin-4-yl-thiazol-4-yl)-ureido]-pyridin-2-ylmethyl}-piperidine-2-carboxylate hydrochloride). Reaction SMILES: [ClH:1].[N:2]1[CH:7]=[CH:6][C:5]([C:8]2[S:9][CH:10]=[C:11]([NH:13][C:14](=[O:34])[NH:15][C:16]3[N:21]=[C:20]([CH2:22][N:23]4[CH2:28][CH2:27][CH2:26][CH2:25][CH:24]4[C:29]([O:31][CH2:32][CH3:33])=[O:30])[CH:19]=[CH:18][CH:17]=3)[N:12]=2)=[CH:4][CH:3]=1.CO>CCOCC>[ClH:1].[N:2]1[CH:3]=[CH:4][C:5]([C:8]2[S:9][CH:10]=[C:11]([NH:13][C:14](=[O:34])[NH:15][C:16]3[N:21]=[C:20]([CH2:22][N:23]4[CH2:28][CH2:27][CH2:26][CH2:25][CH:24]4[C:29]([O:31][CH2:32][CH3:33])=[O:30])[CH:19]=[CH:18][CH:17]=3)[N:12]=2)=[CH:6][CH:7]=1 |f:4.5|. Procedure details: HCl (0.12 mL, 0.12 mmol, 1.0 M soln in Et2O) was added to ethyl 1-[6-[3-(2-(pyridin-4-yl)thiazol-4-yl)ureido]-pyridin-2-ylmethyl]piperidine-2-carboxylate (50 mg, 0.11 mmol, Example 74) in a solution of MeOH (2 mL) to give a pale yellow solid. The reactants are OCN1C(C(=CC1=O)C1=CC=CC=C1)=O (N-hydroxymethyl-α-phenylmaleimide), ice water, P(Cl)(Cl)Cl (phosphorus trichloride), P(Cl)(Cl)Cl (phosphorus trichloride). Run in CC(=O)C (acetone). Conditions: time 30 minute. Yields the product ClCN1C(C(=CC1=O)C1=CC=CC=C1)=O (N-chloromethyl-α-phenylmaleimide). As a reaction SMILES: O[CH2:2][N:3]1[C:7](=[O:8])[CH:6]=[C:5]([C:9]2[CH:14]=[CH:13][CH:12]=[CH:11][CH:10]=2)[C:4]1=[O:15].P(Cl)(Cl)[Cl:17]>CC(C)=O>[Cl:17][CH2:2][N:3]1[C:7](=[O:8])[CH:6]=[C:5]([C:9]2[CH:14]=[CH:13][CH:12]=[CH:11][CH:10]=2)[C:4]1=[O:15]. Reported procedure: In 200 ml of acetone was suspended 20.3 g of N-hydroxymethyl-α-phenylmaleimide and then 4.6 ml of phosphorus trichloride was added in one portion at room temperature. After the mixture was stirred for 30 minutes, 5.0 ml of phosphorus trichloride was further added. After stirring for another one hour, the reaction solution was poured into ice-water and the crystals thus separated were collected by filtration. The crude crystal was dried under reduced pressure and then recrystallized from n-thepta... Starting materials: Cl (HCl), [Al+3].[Cl-].[Cl-].[Cl-] (AlCl3), ClCCC(=O)Cl (3-chloropropionyl chloride), C1=CC=CC=2C3=CC=CC=C3N(C12)CCNS(=O)(=O)C1=C(C=CC=C1)[N+](=O)[O-] (N-[2-(9H-Carbazol-9-yl)ethyl]-2-nitrobenzenesulfonamide). Run in C1(=CC=CC=C1)[N+](=O)[O-] (PhNO2). Reaction conditions: time 40 minute. The product is ClCCC(=O)C=1C=CC=2N(C3=CC=C(C=C3C2C1)C(CCCl)=O)CCNS(=O)(=O)C1=C(C=CC=C1)[N+](=O)[O-] (N-{2-[3,6-bis(3-chloropropanoyl)-9H-carbazol-9-yl]ethyl}-2-nitrobenzenesulfonamide). As a reaction SMILES: [CH:1]1[C:13]2[N:12]([CH2:14][CH2:15][NH:16][S:17]([C:20]3[CH:25]=[CH:24][CH:23]=[CH:22][C:21]=3[N+:26]([O-:28])=[O:27])(=[O:19])=[O:18])[C:11]3[C:6](=[CH:7][CH:8]=[CH:9][CH:10]=3)[C:5]=2[CH:4]=[CH:3][CH:2]=1.[Al+3].[Cl-:30].[Cl-].[Cl-].[Cl:33][CH2:34][CH2:35][C:36](Cl)=[O:37].Cl>C1([N+]([O-])=O)C=CC=CC=1>[Cl:33][CH2:34][CH2:35][C:36]([C:3]1[CH:2]=[CH:1][C:13]2[N:12]([CH2:14][CH2:15][NH:16][S:17]([C:20]3[CH:25]=[CH:24][CH:23]=[CH:22][C:21]=3[N+:26]([O-:28])=[O:27])(=[O:18])=[O:19])[C:11]3[C:6]([C:5]=2[CH:4]=1)=[CH:7][C:8]([C:36](=[O:37])[CH2:35][CH2:34][Cl:30])=[CH:9][CH:10]=3)=[O:37] |f:1.2.3.4|. Procedure: Compound 51 (20.0 g, 50.6 mmol) was dissolved in PhNO2 (130 mL) and the solution was cooled in an ice bath. Then AlCl3 (34.0 g, 254.7 mmol) and after that, 3-chloropropionyl chloride (25.0 mL, 259.8 mmol) were added. The mixture was kept for 40 min (LC/MS monitoring), poured in a mixture of diluted HCl and ice, extracted with CHCl3, and left for 16 h. The straw-colored precipitated obtained was filtered and washed with ether. Yield of 57: 18.47 g (63%). Product: CC=1NC(=C(C(C1C(=O)OC/C(=C/C1=CC=C(C=C1)CC=1NC=CN1)/F)C1=CC(=CC=C1)[N+](=O)[O-])C(=O)OC)C ((Z)-3-{4-(1-imidazolylmethyl)phenyl}-2-fluoro-2-propen-1-yl methyl 1,4-dihydro-2,6-dimethyl-4-(3-nitrophenyl)pyridine-3,5-dicarboxylate). As a reaction SMILES: [CH3:1][C:2]1[NH:3][C:4]([CH3:24])=[C:5]([C:20]([O:22][CH3:23])=[O:21])[CH:6]([C:11]2[CH:16]=[CH:15][CH:14]=[C:13]([N+:17]([O-:19])=[O:18])[CH:12]=2)[C:7]=1[C:8]([OH:10])=[O:9].[NH:25]1[CH:29]=[CH:28][N:27]=[C:26]1[CH2:30][C:31]1[CH:36]=[CH:35][C:34](/[CH:37]=[C:38](\[F:41])/[CH2:39]O)=[CH:33][CH:32]=1.C1(N=C=NC2CCCCC2)CCCCC1>C1(C)C=CC=CC=1>[CH3:1][C:2]1[NH:3][C:4]([CH3:24])=[C:5]([C:20]([O:22][CH3:23])=[O:21])[CH:6]([C:11]2[CH:16]=[CH:15][CH:14]=[C:13]([N+:17]([O-:19])=[O:18])[CH:12]=2)[C:7]=1[C:8]([O:10][CH2:39]/[C:38](/[F:41])=[CH:37]/[C:34]1[CH:33]=[CH:32][C:31]([CH2:30][C:26]2[NH:27][CH:28]=[CH:29][N:25]=2)=[CH:36][CH:35]=1)=[O:9]. Procedure: 332 mg (1 mM) of 1,4-dihydro-2,6-dimethyl-5-methyoxycarbonyl-4-(3-nitrophenyl)pyridine-3-carboxylic acid together with 219 mg (1 mM) of (Z)-3-[4-(1-imidazolylmethyl)phenyl]-2-fluoro-2-propen-1-ol, 248 mg (1.2 mM) of dicyclohexylcarbodiimide and 134 mg (1.1 mM) of 4-N,N-dimethylaminopyridine were dissolved in 5 ml of toluene, while heating, and refluxed for six hours. The solution was cooled to room temperature, and the crystals produced were filtered off. The filtrate was washed with water and d... Run in C1(=CC=CC=C1)C (toluene). The reactants are CC=1NC(=C(C(C1C(=O)O)C1=CC(=CC=C1)[N+](=O)[O-])C(=O)OC)C (1,4-dihydro-2,6-dimethyl-5-methyoxycarbonyl-4-(3-nitrophenyl)pyridine-3-carboxylic acid), N1C(=NC=C1)CC1=CC=C(C=C1)\C=C(\CO)/F ((Z)-3-[4-(1-imidazolylmethyl)phenyl]-2-fluoro-2-propen-1-ol), C1(CCCCC1)N=C=NC1CCCCC1 (dicyclohexylcarbodiimide), 4-N,N-dimethylaminopyridine. Reactants: NC1=CC(=C(C=C1F)/C(=C/C(=O)OCC)/C)F ((E)-Ethyl 3-(4-amino-2,5-difluorophenyl)-2-butenoate), C[Si](C=1C=C(C(=O)NC2=CC(=C(C=CC(=O)OCC)C=C2)F)C=C(C1)[Si](C)(C)C)(C)C (Ethyl 4-[[3,5-bis(trimethylsilyl)benzoyl]amino]-2-fluorocinnamate). The product is C[Si](C=1C=C(C(=O)NC2=CC(=C(C=C2F)/C(=C/C(=O)OCC)/C)F)C=C(C1)[Si](C)(C)C)(C)C ((E)-Ethyl 3-[4-[[3,5-bis(trimethylsilyl)benzoyl]amino]-2,5-difluorophenyl]-2-butenoate). Yield: 46.0%. RXN SMILES: [NH2:1][C:2]1[C:7]([F:8])=[CH:6][C:5](/[C:9](/[CH3:16])=[CH:10]/[C:11]([O:13][CH2:14][CH3:15])=[O:12])=[C:4]([F:17])[CH:3]=1.[CH3:18][Si:19]([CH3:48])([CH3:47])[C:20]1[CH:21]=[C:22]([CH:40]=[C:41]([Si:43]([CH3:46])([CH3:45])[CH3:44])[CH:42]=1)[C:23](NC1C=CC(C=CC(OCC)=O)=C(F)C=1)=[O:24]>>[CH3:44][Si:43]([CH3:46])([CH3:45])[C:41]1[CH:40]=[C:22]([CH:21]=[C:20]([Si:19]([CH3:48])([CH3:47])[CH3:18])[CH:42]=1)[C:23]([NH:1][C:2]1[C:7]([F:8])=[CH:6][C:5](/[C:9](/[CH3:16])=[CH:10]/[C:11]([O:13][CH2:14][CH3:15])=[O:12])=[C:4]([F:17])[CH:3]=1)=[O:24]. Procedure details: BTMB (800 mg) and Compound 10a (869 mg) were reacted in the same manner as Compound 2b was synthesized. After the reaction was over, the reaction mixture was separated with ethyl acetate and water. The organic layer was washed once with water and once with a saturated sodium chloride solution, and then dried over anhydrous sodium sulfate. The solvent was distilled off, and the residue was purified by column chromatography (5% ethyl acetate/n-hexane) to obtain Compound 10b (674 mg, 46%) as a ligh... RXN SMILES: [I:30][CH2:31][CH2:32][CH2:33][OH:34].[O:35]1[CH2:36][CH2:37][CH2:38][CH2:39]1.[OH:1][c:2]1[cH:3][cH:4][c:5]([N+:8]([O-:9])=[O:10])[cH:6][cH:7]1.[c:11]1([P:12]([c:13]2[cH:14][cH:15][cH:16][cH:17][cH:18]2)[c:19]2[cH:20][cH:21][cH:22][cH:23][cH:24]2)[cH:25][cH:26][cH:27][cH:28][cH:29]1>>[O:1]([c:2]1[cH:3][cH:4][c:5]([N+:8]([O-:9])=[O:10])[cH:6][cH:7]1)[CH2:33][CH2:32][CH2:31][I:30]. Product: O=[N+]([O-])c1ccc(OCCCI)cc1. Reactants: OCCCI, C1CCOC1, O=[N+]([O-])c1ccc(O)cc1, c1ccc(P(c2ccccc2)c2ccccc2)cc1. The reactants are O=C(n1ccnc1)n1ccnc1, CS(N)(=O)=O, CN(C)C=O, CN1CCN(c2cccc(C3Nc4ccc(C(=O)O)cc4CC3(C)C)c2)CC1, [H-], [Na+]. RXN SMILES: [C:36]([n:37]1[cH:38][cH:39][n:40][cH:41]1)([n:42]1[cH:43][cH:44][n:45][cH:46]1)=[O:47].[CH3:3][S:4](=[O:5])(=[O:6])[NH2:7].[CH3:48][N:49]([CH3:50])[CH:51]=[O:52].[CH3:8][C:9]1([CH3:35])[CH:10]([c:22]2[cH:23][c:24]([N:28]3[CH2:29][CH2:30][N:31]([CH3:34])[CH2:32][CH2:33]3)[cH:25][cH:26][cH:27]2)[NH:11][c:12]2[cH:13][cH:14][c:15]([C:19](=[O:20])[OH:21])[cH:16][c:17]2[CH2:18]1.[H-:1].[Na+:2]>>[CH3:3][S:4](=[O:5])(=[O:6])[NH:7][C:19]([c:15]1[cH:14][cH:13][c:12]2[c:17]([cH:16]1)[CH2:18][C:9]([CH3:8])([CH3:35])[CH:10]([c:22]1[cH:23][c:24]([N:28]3[CH2:29][CH2:30][N:31]([CH3:34])[CH2:32][CH2:33]3)[cH:25][cH:26][cH:27]1)[NH:11]2)=[O:20]. The product is CN1CCN(c2cccc(C3Nc4ccc(C(=O)NS(C)(=O)=O)cc4CC3(C)C)c2)CC1.